This data is from the Open Reaction Database (ORD), a public repository of structured organic reaction records. The task is: describe an organic reaction: reactants, conditions, products, and yield Starting materials: C(CCCC)NCCCCC (diamylamine), OC(C)N1C=NCC1 (1-hydroxyethyl-2-imidazoline), C(C)C(CC(=O)[O-])CCCC.[Bi+3].C(C)C(CC(=O)[O-])CCCC.C(C)C(CC(=O)[O-])CCCC (bismuth 2-ehtylhexyl-carboxylate), C(=S)=S (Carbon disulfide). Reaction conditions: temperature 80 celsius. Yields the product C(CCCC)N(C([S-])=S)CCCCC.[Bi+3].C(CCCC)N(C([S-])=S)CCCCC.C(CCCC)N(C([S-])=S)CCCCC (bismuth diamyldithiocarbamate), N1C=NCC1 (imidazoline), C(C)C(CC(=O)[O-])CCCC (2-ethylhexyl-carboxylate). As a reaction SMILES: [CH2:1]([NH:6][CH2:7][CH2:8][CH2:9][CH2:10][CH3:11])[CH2:2][CH2:3][CH2:4][CH3:5].OC([N:15]1[CH2:19][CH2:18][N:17]=[CH:16]1)C.[CH2:20]([CH:22]([CH2:27][CH2:28][CH2:29][CH3:30])[CH2:23][C:24]([O-:26])=[O:25])[CH3:21].[Bi+3:31].C(C(CCCC)CC([O-])=O)C.C(C(CCCC)CC([O-])=O)C.[C:54](=[S:56])=[S:55]>>[CH2:7]([N:6]([CH2:1][CH2:2][CH2:3][CH2:4][CH3:5])[C:54](=[S:55])[S-:56])[CH2:8][CH2:9][CH2:10][CH3:11].[Bi+3:31].[CH2:7]([N:6]([CH2:1][CH2:2][CH2:3][CH2:4][CH3:5])[C:54](=[S:55])[S-:56])[CH2:8][CH2:9][CH2:10][CH3:11].[CH2:7]([N:6]([CH2:1][CH2:2][CH2:3][CH2:4][CH3:5])[C:54](=[S:55])[S-:56])[CH2:8][CH2:9][CH2:10][CH3:11].[NH:17]1[CH2:18][CH2:19][N:15]=[CH:16]1.[CH2:20]([CH:22]([CH2:27][CH2:28][CH2:29][CH3:30])[CH2:23][C:24]([O-:26])=[O:25])[CH3:21] |f:2.3.4.5,7.8.9.10|. Procedure: A reaction vessel was charged with diamylamine, 65.2 g, tall oil 1-hydroxyethyl-2-imidazoline, 145 g, and bismuth 2-ehtylhexyl-carboxylate, 103.3 g. Carbon disulfide, 45 g, was charged with cooling to control the exothermic reaction and then was maintained at 80° C. The reaction was stripped under vacuum to yield bismuth diamyldithiocarbamate and imidazoline salt of 2-ethylhexyl-carboxylate. Product: OCc1cc(F)c(Cl)nc1Cl. Reaction SMILES: [CH2:13]1[O:14][CH2:15][CH2:16][CH2:17]1.[Cl:1][c:2]1[c:3]([C:4](=[O:5])[OH:6])[cH:7][c:8]([F:12])[c:9]([Cl:11])[n:10]1>>[Cl:1][c:2]1[c:3]([CH2:4][OH:5])[cH:7][c:8]([F:12])[c:9]([Cl:11])[n:10]1. Reactants: C1CCOC1, O=C(O)c1cc(F)c(Cl)nc1Cl.